Dataset: the Open Reaction Database (ORD), a public repository of structured organic reaction records. Task: describe an organic reaction: reactants, conditions, products, and yield Reactants: OCCCBr, [Cl-], O=S1(=O)Nc2ccccc2CN1c1ccccc1F, [Na+], C1CCOC1, c1ccc(P(c2ccccc2)c2ccccc2)cc1. Yields the product O=S1(=O)N(c2ccccc2F)Cc2ccccc2N1CCCBr. Reaction SMILES: [Br:20][CH2:21][CH2:22][CH2:23][OH:24].[Cl-:45].[F:1][c:2]1[c:3]([N:8]2[S:9](=[O:18])(=[O:19])[NH:10][c:11]3[c:12]([cH:14][cH:15][cH:16][cH:17]3)[CH2:13]2)[cH:4][cH:5][cH:6][cH:7]1.[Na+:44].[O:46]1[CH2:47][CH2:48][CH2:49][CH2:50]1.[c:25]1([P:26]([c:27]2[cH:28][cH:29][cH:30][cH:31][cH:32]2)[c:33]2[cH:34][cH:35][cH:36][cH:37][cH:38]2)[cH:39][cH:40][cH:41][cH:42][cH:43]1>>[F:1][c:2]1[c:3]([N:8]2[S:9](=[O:18])(=[O:19])[N:10]([CH2:23][CH2:22][CH2:21][Br:20])[c:11]3[c:12]([cH:14][cH:15][cH:16][cH:17]3)[CH2:13]2)[cH:4][cH:5][cH:6][cH:7]1. The reactants are ice water, C([O-])([O-])=O.[K+].[K+] (potassium carbonate), C(C=C)NC (N-allyl-methyl-amine), BrCC1=CC=C(C=C1)C1=CC=C(S1)C(=O)C1=CC=C(C=C1)Br ([5-(4-bromomethyl-phenyl)-thiophen-2-yl]-4-bromophenyl-methanone). Run in CC(=O)C (acetone). The product is BrC1=CC=C(C=C1)C=O ((4-bromphenyl)-methanone). Reaction SMILES: BrCC1C=CC(C2SC([C:14]([C:16]3[CH:21]=[CH:20][C:19]([Br:22])=[CH:18][CH:17]=3)=[O:15])=CC=2)=CC=1.C(=O)([O-])[O-].[K+].[K+].C(NC)C=C>CC(C)=O>[Br:22][C:19]1[CH:20]=[CH:21][C:16]([CH:14]=[O:15])=[CH:17][CH:18]=1 |f:1.2.3|. Procedure: 435 mg of [5-(4-bromomethyl-phenyl)-thiophen-2-yl]-4-bromophenyl-methanone are dissolved in 25 ml of acetone, 300 mg of potassium carbonate and 0.15 ml of N-allyl-methyl-amine are added and the mixture is held at reflux under argon for 4 hrs., treated with ice-water, extracted with ethyl acetate, dried and chromatographed on silica gel (ethyl acetate/hexane). 219 mg of 5-(4-[(allyl-methylamino)-methyl]-phenyl)-thiophen-2-yl)-(4-bromphenyl)-methanone, m.p. 131-133° C., are isolated. Starting materials: C1=C2C3=C(C(=C1O)O)OC(=O)C4=CC(=C(C(=C43)OC2=O)O)O (ellagic acid dihydrate), C(C)(=O)OC(C)=O (acetic anhydride). Run in N1=CC=CC=C1 (pyridine). Product: CC(=O)OC=1C=C2C=3C=4C(=CC(=C(C4OC2=O)OC(=O)C)OC(=O)C)C(=O)OC3C1OC(=O)C (ellagic acid tetraacetate). The yield is 9.2%. RXN SMILES: [CH:1]1[C:6]([OH:7])=[C:5]([OH:8])[C:4]2[O:9][C:10]([C:12]3[C:17]4[C:3]=2[C:2]=1[C:19](=[O:20])[O:18][C:16]=4[C:15]([OH:21])=[C:14]([OH:22])[CH:13]=3)=[O:11].C(O[C:27](=[O:29])[CH3:28])(=O)C>N1C=CC=CC=1>[CH3:5][C:6]([O:7][C:6]1[CH:1]=[C:2]2[C:19](=[O:20])[O:18][C:16]3[C:15]([O:21][C:4]([CH3:3])=[O:9])=[C:14]([O:22][C:10]([CH3:12])=[O:11])[CH:13]=[C:12]4[C:10]([O:9][C:4]([C:5]=1[O:8][C:27]([CH3:28])=[O:29])=[C:3]2[C:17]=34)=[O:11])=[O:7]. Procedure details: To a slurry of 10.0 g (29.6 mmol) of ellagic acid dihydrate in 250 mL of pyridine was added 100 mL of acetic anhydride. The solution was heated to reflux for 3 hours. The hot solution was filtered and upon cooling, crystals formed. The crystals were filtered, washed with hexane, and vacuum dried to give 1.28 g (9.2%) of pure ellagic acid tetraacetate. Starting materials: BrC=1C=NC2=CC=CN=C2C1 (3-bromo-1,5-naphthyridine), Bas 1963, ClC1=CC(=CC=C1)C(=O)OO (meta-chloroperbenzoic acid). The solvent is C(Cl)Cl (methylene chloride). Run at time 18 hour. Yields the product BrC=1C=NC=2C=CC=[N+](C2C1)[O-] (3-bromo-1,5-naphthyridine-5-oxide), BrC=1C=[N+](C2=CC=CN=C2C1)[O-] (3-bromo-1,5-naphthyridine-1-oxide). As a reaction SMILES: [Br:1][C:2]1[CH:3]=[N:4][C:5]2[C:10]([CH:11]=1)=[N:9][CH:8]=[CH:7][CH:6]=2.ClC1C=CC=C(C(OO)=[O:20])C=1>C(Cl)Cl>[Br:1][C:2]1[CH:3]=[N:4][C:5]2[CH:6]=[CH:7][CH:8]=[N+:9]([O-:20])[C:10]=2[CH:11]=1.[Br:1][C:2]1[CH:3]=[N+:4]([O-:20])[C:5]2[C:10]([CH:11]=1)=[N:9][CH:8]=[CH:7][CH:6]=2. Procedure details: 4.43 g (21.2 mmol, 1 eq) of 3-bromo-1,5-naphthyridine (W. Czuba, Recueil des Travaux Chimiques des Pays-Bas 1963, 82, 988-996) were introduced in 165 mL of methylene chloride. 5.23 g (21.2 mmol, 1 eq) of meta-chloroperbenzoic acid were then added portionwise at 0° C. The mixture was stirred at rt for 18 h. The mixture was washed with 1M aqueous NaOH solution and water. Organic layer was dried over Na2SO4, filtered and evaporated to dryness. The residue was purified by column chromatography using... The reactants are CC(=O)O, Cl, O, CCCCCCCCCCCCCCc1ccc(O)c(C(C)=O)c1. Yields the product CCCCCCCCCCCCCCc1ccc(O)c(CC)c1. RXN SMILES: [CH3:27][C:28](=[O:29])[OH:30].[ClH:25].[OH2:26].[OH:1][c:2]1[c:3]([C:22]([CH3:23])=[O:24])[cH:4][c:5]([CH2:8][CH2:9][CH2:10][CH2:11][CH2:12][CH2:13][CH2:14][CH2:15][CH2:16][CH2:17][CH2:18][CH2:19][CH2:20][CH3:21])[cH:6][cH:7]1>>[OH:1][c:2]1[c:3]([CH2:22][CH3:23])[cH:4][c:5]([CH2:8][CH2:9][CH2:10][CH2:11][CH2:12][CH2:13][CH2:14][CH2:15][CH2:16][CH2:17][CH2:18][CH2:19][CH2:20][CH3:21])[cH:6][cH:7]1. Reactants: C(C)(=O)NC1=C(C(=NC(=C1)C1=C(C(=C(C=C1F)Br)F)F)C(=O)OC)Cl (methyl 4-acetamido-6-(4-bromo-2,3,6-trifluorophenyl)-3-chloropicolinate), [OH-].[Na+] (sodium hydroxide), Cl (HCl). Run in C1CCOC1.CO.O (THF MeOH H2O). The product is NC1=C(C(=NC(=C1)C1=C(C(=C(C=C1F)Br)F)F)C(=O)O)Cl (4-amino-6-(4-bromo-2,3,6-trifluorophenyl)-3-chloropicolinic acid). The yield is 64.5%. RXN SMILES: C([NH:4][C:5]1[CH:10]=[C:9]([C:11]2[C:16]([F:17])=[CH:15][C:14]([Br:18])=[C:13]([F:19])[C:12]=2[F:20])[N:8]=[C:7]([C:21]([O:23]C)=[O:22])[C:6]=1[Cl:25])(=O)C.[OH-].[Na+].Cl>C1COCC1.CO.O>[NH2:4][C:5]1[CH:10]=[C:9]([C:11]2[C:16]([F:17])=[CH:15][C:14]([Br:18])=[C:13]([F:19])[C:12]=2[F:20])[N:8]=[C:7]([C:21]([OH:23])=[O:22])[C:6]=1[Cl:25] |f:1.2,4.5.6|. Reported procedure: A solution of methyl 4-acetamido-6-(4-bromo-2,3,6-trifluorophenyl)-3-chloropicolinate (50 mg, 0.122 mmol, 1.0 eq) and sodium hydroxide (14 mg, 0.366 mmol, 3.0 eq) in THF:MeOH:H2O (1:1:0.5, 2.5 mL) was stirred at 20° C. for 2 h. The reaction mixture was acidified to pH 4-5 using 1.5 N HCl and extracted with EtOAc (2×). The combined organic extract was dried over anhydrous Na2SO4 and evaporated to dryness under reduced pressure to provide the title compound as a pale brown solid (30 mg, 65%). The reactants are CCc1c[nH]c2c1C(=O)CC(C)(C)C2, Clc1ncccn1, [Cu]Br, [K+], [K+], O=C([O-])[O-], CN(C)C=O. Yields the product CCc1cn(-c2ncccn2)c2c1C(=O)CC(C)(C)C2. RXN SMILES: [CH3:1][C:2]1([CH3:14])[CH2:3][C:4](=[O:13])[c:5]2[c:6]([CH2:11][CH3:12])[cH:7][nH:8][c:9]2[CH2:10]1.[Cl:21][c:22]1[n:23][cH:24][cH:25][cH:26][n:27]1.[Cu:33][Br:34].[K+:15].[K+:16].[O-:17][C:18]([O-:19])=[O:20].[O:28]=[CH:29][N:30]([CH3:31])[CH3:32]>>[CH3:1][C:2]1([CH3:14])[CH2:3][C:4](=[O:13])[c:5]2[c:6]([CH2:11][CH3:12])[cH:7][n:8](-[c:22]3[n:23][cH:24][cH:25][cH:26][n:27]3)[c:9]2[CH2:10]1. The reactants are COC(=O)c1ccc(=O)n(C(C)(C)CO[Si](C)(C)C(C)(C)C)c1, C1CCOC1, CO, [Na+], [OH-]. The product is CC(C)(CO[Si](C)(C)C(C)(C)C)n1cc(C(=O)O)ccc1=O. Reaction SMILES: [C:1]([CH3:2])([CH3:3])([CH3:4])[Si:5]([O:6][CH2:7][C:8]([CH3:9])([CH3:10])[n:11]1[cH:12][c:13]([C:18](=[O:19])[O:20][CH3:21])[cH:14][cH:15][c:16]1=[O:17])([CH3:22])[CH3:23].[CH2:26]1[O:27][CH2:28][CH2:29][CH2:30]1.[CH3:31][OH:32].[Na+:25].[OH-:24]>>[C:1]([CH3:2])([CH3:3])([CH3:4])[Si:5]([O:6][CH2:7][C:8]([CH3:9])([CH3:10])[n:11]1[cH:12][c:13]([C:18](=[O:19])[OH:20])[cH:14][cH:15][c:16]1=[O:17])([CH3:22])[CH3:23]. The reactants are ClC=1C=C(C=CC1C)C1=NOC(C1)(C(F)(F)F)C1=CC(=CC(=C1)Cl)Cl (3-(3-chloro-4-methylphenyl)-5-(3,5-dichlorophenyl)-5-trifluoromethyl-4,5-dihydro-isoxazole), BrN1C(CCC1=O)=O (N-bromosuccinimide). The reagents and catalysts are N(=NC(C#N)(C)C)C(C#N)(C)C (α,α′-azobisisobutyronitrile). Solvent: ClCCCl (1,2-dichloroethane). Reaction conditions: temperature 70 celsius, time 3 hour. Product: BrCC1=C(C=C(C=C1)C1=NOC(C1)(C(F)(F)F)C1=CC(=CC(=C1)Cl)Cl)Cl (3-(4-bromomethyl-3-chlorophenyl)-5-(3,5-dichlorophenyl)-5-trifluoromethyl-4,5-dihydro-isoxazole). The yield is 74.0%. As a reaction SMILES: [Cl:1][C:2]1[CH:3]=[C:4]([C:9]2[CH2:13][C:12]([C:18]3[CH:23]=[C:22]([Cl:24])[CH:21]=[C:20]([Cl:25])[CH:19]=3)([C:14]([F:17])([F:16])[F:15])[O:11][N:10]=2)[CH:5]=[CH:6][C:7]=1[CH3:8].[Br:26]N1C(=O)CCC1=O>ClCCCl.N(C(C)(C)C#N)=NC(C)(C)C#N>[Br:26][CH2:8][C:7]1[CH:6]=[CH:5][C:4]([C:9]2[CH2:13][C:12]([C:18]3[CH:19]=[C:20]([Cl:25])[CH:21]=[C:22]([Cl:24])[CH:23]=3)([C:14]([F:16])([F:15])[F:17])[O:11][N:10]=2)=[CH:3][C:2]=1[Cl:1]. Reported procedure: In a solution of 13.7 g of 3-(3-chloro-4-methylphenyl)-5-(3,5-dichlorophenyl)-5-trifluoromethyl-4,5-dihydro-isoxazole in 100 mL of 1,2-dichloroethane, 6.6 g of N-bromosuccinimide and 0.1 g of α,α′-azobisisobutyronitrile were added, and stirred at 70° C. for 3 hours. After the completion of the reaction, the reaction mixture was left and cooled to room temperature, washed with water (70 mL×2), and dehydrated with and dried over saturated sodium chloride aqueous solution and anhydrous sodium sulfa...